This data is from the Open Reaction Database (ORD), a public repository of structured organic reaction records. The task is: describe an organic reaction: reactants, conditions, products, and yield Reactants: CCOC(C)=O, [H-], CI, [Na+], COC(=O)C1COCCC1=O, CN(C)C=O, COC(=O)C1=C(O)CCOC1. Product: COC(=O)C1(C)COCCC1=O. Reaction SMILES: [CH3:32][CH2:33][O:34][C:35](=[O:36])[CH3:37].[H-:23].[I:25][CH3:26].[Na+:24].[O:1]=[C:2]1[CH:3]([C:8](=[O:9])[O:10][CH3:11])[CH2:4][O:5][CH2:6][CH2:7]1.[O:27]=[CH:28][N:29]([CH3:30])[CH3:31].[OH:12][C:13]1=[C:18]([C:19]([O:20][CH3:21])=[O:22])[CH2:17][O:16][CH2:15][CH2:14]1>>[O:1]=[C:2]1[C:3]([C:8](=[O:9])[O:10][CH3:11])([CH3:13])[CH2:4][O:5][CH2:6][CH2:7]1. Reactants: CC1(CC2(C(NC(N2)=O)=O)CC(N1C)(C)C)C (7,7,8,9,9-pentamethyl-1,3,8-triazaspiro[4.5]decane-2,4-dione), O1C(COC(=O)C2C(CCCC2)C(=O)OCC2CO2)C1 (bis(2,3-epoxypropyl)1,2-cyclohexanedicarboxylate), [OH-].[K+] (potassium hydroxide). Run in CO (methanol). The product is OC(COC(=O)C1C(CCCC1)C(=O)OCC(CN1C(NC2(C1=O)CC(N(C(C2)(C)C)C)(C)C)=O)O)CN2C(NC1(C2=O)CC(N(C(C1)(C)C)C)(C)C)=O (Bis[2-hydroxy-3-(7,7,8,9,9-pentamethyl-2,4-dioxo-1,3,8-triazaspiro[4.5]dec-3-yl)propyl]1,2-cyclohexanedicarboxylate). RXN SMILES: [CH3:1][C:2]1([CH3:17])[N:13]([CH3:14])[C:12]([CH3:16])([CH3:15])[CH2:11][C:4]2([NH:8][C:7](=[O:9])[NH:6][C:5]2=[O:10])[CH2:3]1.[O:18]1[CH2:37][CH:19]1[CH2:20][O:21][C:22]([CH:24]1[CH2:29][CH2:28][CH2:27][CH2:26][CH:25]1[C:30]([O:32][CH2:33][CH:34]1[O:36][CH2:35]1)=[O:31])=[O:23].[OH-:38].[K+]>CO>[OH:18][CH:19]([CH2:37][N:6]1[C:5](=[O:38])[C:4]2([CH2:3][C:2]([CH3:1])([CH3:17])[N:13]([CH3:14])[C:12]([CH3:16])([CH3:15])[CH2:11]2)[NH:8][C:7]1=[O:9])[CH2:20][O:21][C:22]([CH:24]1[CH2:29][CH2:28][CH2:27][CH2:26][CH:25]1[C:30]([O:32][CH2:33][CH:34]([OH:36])[CH2:35][N:6]1[C:5](=[O:10])[C:4]2([CH2:3][C:2]([CH3:17])([CH3:1])[N:13]([CH3:14])[C:12]([CH3:16])([CH3:15])[CH2:11]2)[NH:8][C:7]1=[O:9])=[O:31])=[O:23] |f:2.3|. Procedure details: 27.0 g of 7,7,8,9,9-pentamethyl-1,3,8-triazaspiro[4.5]decane-2,4-dione, 14.0 g of bis(2,3-epoxypropyl)1,2-cyclohexanedicarboxylate and 0.2 g of potassium hydroxide were reacted in 300 ml of methanol, following substantially the same procedure as in Example 1. The desired Compound No. 147 was obtained in the form of white crystals melting at 119°-122° C. Starting materials: O=C([O-])[O-], CCOC(C)=O, CC(C)(C)OC(=O)NS(=O)(=O)c1cccc2c1OCO2, CCCCCC, Cc1cc(C)n(CCl)n1, Cl, [Cs+], [Cs+], CN(C)C=O. The product is CC(C)(C)OC(=O)NS(=O)(=O)c1cccc2c1OCO2, Cc1cc(C)n(C)n1. RXN SMILES: [C:21](=[O:22])([O-:23])[O-:24].[C:43]([O:44][CH2:45][CH3:46])(=[O:47])[CH3:48].[CH2:1]1[O:2][c:3]2[c:4]([S:10](=[O:11])(=[O:12])[NH:13][C:14](=[O:15])[O:16][C:17]([CH3:18])([CH3:19])[CH3:20])[cH:5][cH:6][cH:7][c:8]2[O:9]1.[CH3:37][CH2:38][CH2:39][CH2:40][CH2:41][CH3:42].[Cl:28][CH2:29][n:30]1[n:31][c:32]([CH3:36])[cH:33][c:34]1[CH3:35].[ClH:27].[Cs+:25].[Cs+:26].[O:49]=[CH:50][N:51]([CH3:52])[CH3:53]>>[CH2:1]1[O:2][c:3]2[c:4]([S:10](=[O:11])(=[O:12])[NH:13][C:14](=[O:15])[O:16][C:17]([CH3:18])([CH3:19])[CH3:20])[cH:5][cH:6][cH:7][c:8]2[O:9]1.[CH3:29][n:30]1[n:31][c:32]([CH3:36])[cH:33][c:34]1[CH3:35]. The reactants are ClC1=CC=C(C(=O)Cl)C=C1 (p-Chlorobenzoyl chloride), NC=1C=C(C=CC1O)C(C#N)C (2-(3-amino-4-hydroxyphenyl)propionitrile). Solvent: N1=CC=CC=C1 (pyridine). Run at temperature 100 celsius. The product is ClC1=CC=C(C(=O)NC=2C=C(C=CC2O)C(C#N)C)C=C1 (2-(3-p-chlorobenzamido-4-hydroxyphenyl)propionitrile). Reaction SMILES: [Cl:1][C:2]1[CH:10]=[CH:9][C:5]([C:6](Cl)=[O:7])=[CH:4][CH:3]=1.[NH2:11][C:12]1[CH:13]=[C:14]([CH:19]([CH3:22])[C:20]#[N:21])[CH:15]=[CH:16][C:17]=1[OH:18]>N1C=CC=CC=1>[Cl:1][C:2]1[CH:10]=[CH:9][C:5]([C:6]([NH:11][C:12]2[CH:13]=[C:14]([CH:19]([CH3:22])[C:20]#[N:21])[CH:15]=[CH:16][C:17]=2[OH:18])=[O:7])=[CH:4][CH:3]=1. Procedure: p-Chlorobenzoyl chloride (33.25 g; 0.19 mole) was added with cooling during 20 minutes to a stirred solution of 2-(3-amino-4-hydroxyphenyl)propionitrile (28.35 g; 0.175 mole) in dry pyridine (200 ml.) at 0°-3° C. After addition was complete the mixture was heated at 100° C. for one hour. It was then evaporated under reduced pressure to yield crude 2-(3-p-chlorobenzamido-4-hydroxyphenyl)propionitrile as an oil. The oil was boiled for 30 minutes during which time the temperature of the vapour abov... As a reaction SMILES: C(OC[C:10]([N:12]([C:14]1[CH:19]=[CH:18][C:17]([NH:20][C:21]2[N:22]=[C:23]([NH:30][CH:31]3[CH2:34][CH2:33][CH2:32]3)[C:24]3[CH:29]=[CH:28][NH:27][C:25]=3[N:26]=2)=[CH:16][CH:15]=1)[CH3:13])=[O:11])C1C=CC=CC=1.C[CH2:36][OH:37]>[Pd]>[CH:31]1([NH:30][C:23]2[C:24]3[CH:29]=[CH:28][NH:27][C:25]=3[N:26]=[C:21]([NH:20][C:17]3[CH:16]=[CH:15][C:14]([N:12]([CH3:13])[C:10](=[O:11])[O:37][CH3:36])=[CH:19][CH:18]=3)[N:22]=2)[CH2:32][CH2:33][CH2:34]1. Procedure: To a solution of 2-benzyloxy N-(4-(4-(cyclobutylamino)-7H-pyrrolo[2,3-d]pyrimidin-2-ylamino)phenyl)-N-methylacetamide (0.012 g, 0.026 mmol) in EtOH (0.4 mL) was added Pd/C (10 mg), and was charged with H2 (1 atm). After stirring for 15 h at room temperature, it was purified by preparative HPLC to give N-(4-(4-(cyclobutyllamino)-7H-pyrrolo[2,3-d]pyrimidin-2-ylamino)phenyl)-2-hydroxy-N-methylacetamide (MS calcd for C19H22N6O2 366.2. found [MH] 367.0; UV 208.7, 272.4, 304.5 nm). Run at time 15 hour. Product: C1(CCC1)NC=1C2=C(N=C(N1)NC1=CC=C(C=C1)N(C(OC)=O)C)NC=C2 (methyl 4-(4-(cyclobutylamino)-7H-pyrrolo[2,3-d]pyrimidin-2-ylamino)phenyl(methyl)carbamate). Reactants: C(C1=CC=CC=C1)OCC(=O)N(C)C1=CC=C(C=C1)NC=1N=C(C2=C(N1)NC=C2)NC2CCC2 (2-benzyloxy N-(4-(4-(cyclobutylamino)-7H-pyrrolo[2,3-d]pyrimidin-2-ylamino)phenyl)-N-methylacetamide), CCO (EtOH). Reagents/catalysts: [Pd] (Pd/C).